This data is from the Open Reaction Database (ORD), a public repository of structured organic reaction records. The task is: describe an organic reaction: reactants, conditions, products, and yield Starting materials: CC(SCCCCC(C)(C)O)C1=CCC2C3=CC=C4CC(O)CC(O[Si](C)(C)C(C)(C)C)C4(C)C3CCC12C, CCCC[N+](CCCC)(CCCC)CCCC, [F-], C1CCOC1. Yields the product CC(SCCCCC(C)(C)O)C1=CCC2C3=CC=C4CC(O)CC(O)C4(C)C3CCC12C. Reaction SMILES: [C:1]([Si:2]([CH3:3])([CH3:4])[O:6][CH:7]1[CH2:8][CH:9]([OH:37])[CH2:10][C:11]2=[CH:12][CH:13]=[C:14]3[CH:15]4[CH2:16][CH:17]=[C:18]([CH:19]([CH3:20])[S:21][CH2:22][CH2:23][CH2:24][CH2:25][C:26]([CH3:27])([CH3:28])[OH:29])[C:30]4([CH3:36])[CH2:31][CH2:32][CH:33]3[C:34]12[CH3:35])([CH3:5])([CH3:38])[CH3:39].[CH2:41]([N+:42]([CH2:43][CH2:44][CH2:45][CH3:46])([CH2:47][CH2:48][CH2:49][CH3:50])[CH2:51][CH2:52][CH2:53][CH3:54])[CH2:55][CH2:56][CH3:57].[F-:40].[O:58]1[CH2:59][CH2:60][CH2:61][CH2:62]1>>[OH:6][CH:7]1[CH2:8][CH:9]([OH:37])[CH2:10][C:11]2=[CH:12][CH:13]=[C:14]3[CH:15]4[CH2:16][CH:17]=[C:18]([CH:19]([CH3:20])[S:21][CH2:22][CH2:23][CH2:24][CH2:25][C:26]([CH3:27])([CH3:28])[OH:29])[C:30]4([CH3:36])[CH2:31][CH2:32][CH:33]3[C:34]12[CH3:35]. Reactants: C([O-])([O-])=O.[K+].[K+] (potassium carbonate), ClCCl (dichloromethane), C(C1=CC=CC=C1)N1CC(CC1)(O)C (1-benzyl-3-methylpyrrolidin-3-ol), S(O)(O)(=O)=O (sulfuric acid), C(C)#N (acetonitrile), ice water. Run at time 16 hour. The product is C(C1=CC=CC=C1)N1CC(CC1)(C)NC(C)=O (N-(1-Benzyl-3-methylpyrrolidin-3-yl)-acetamide). The yield is 50.0%. Reaction SMILES: [CH2:1]([N:8]1[CH2:12][CH2:11][C:10]([CH3:14])(O)[CH2:9]1)[C:2]1[CH:7]=[CH:6][CH:5]=[CH:4][CH:3]=1.S(=O)(=O)(O)O.C(=O)([O-])[O-:21].[K+].[K+].ClCCl.[C:29](#[N:31])[CH3:30]>>[CH2:1]([N:8]1[CH2:12][CH2:11][C:10]([NH:31][C:29](=[O:21])[CH3:30])([CH3:14])[CH2:9]1)[C:2]1[CH:7]=[CH:6][CH:5]=[CH:4][CH:3]=1 |f:2.3.4|. Reported procedure: To a solution of 1-benzyl-3-methylpyrrolidin-3-ol (1.0 g, 5.2 mmol) in acetonitrile (10 mL) at 0° C., was added concentrated sulfuric acid (10 mL) slowly. After being stirred for 16 hours at room temperature, the reaction mixture was poured into ice-water. After the reaction mixture was adjusted to pH 7 with a saturated aqueous solution of potassium carbonate, the resulting mixture was exacted with dichloromethane (200 mL×3). The combined organic layers were dried over sodium sulfate, and concen...